Dataset: the Open Reaction Database (ORD), a public repository of structured organic reaction records. Task: describe an organic reaction: reactants, conditions, products, and yield Starting materials: C(C1=CC=CC=C1)N1CC(C(CC1)=O)C(=O)OC (1-benzyl-3-carbomethoxy-4-piperidone), C[Si](C)(C)[N-][Si](C)(C)C.[K+] (potassium bis(trimethylsilyl)amide), C1(=CC=CC=C1)C (toluene), C(C1=CC=CC=C1)Br (benzyl bromide). The solvent is C1CCOC1 (THF). Reaction conditions: time 2 hour. Product: C(=O)(OC)C1(CN(CCC1=O)CC1=CC=CC=C1)CC1=CC=CC=C1 (3-carbomethoxy-1,3-dibenzyl-4-piperidone). Yield: 45.2%. RXN SMILES: [CH2:1]([N:8]1[CH2:13][CH2:12][C:11](=[O:14])[CH:10]([C:15]([O:17][CH3:18])=[O:16])[CH2:9]1)[C:2]1[CH:7]=[CH:6][CH:5]=[CH:4][CH:3]=1.C[Si]([N-][Si](C)(C)C)(C)C.[K+].[C:29]1([CH3:35])[CH:34]=[CH:33][CH:32]=[CH:31][CH:30]=1.C(Br)C1C=CC=CC=1>C1COCC1>[C:15]([C:10]1([CH2:35][C:29]2[CH:34]=[CH:33][CH:32]=[CH:31][CH:30]=2)[C:11](=[O:14])[CH2:12][CH2:13][N:8]([CH2:1][C:2]2[CH:3]=[CH:4][CH:5]=[CH:6][CH:7]=2)[CH2:9]1)([O:17][CH3:18])=[O:16] |f:1.2|. Procedure: A solution of 1-benzyl-3-carbomethoxy-4-piperidone (1.0 g, 4.0 mmol) in THF (10 mL) was treated with 0.5M potassium bis(trimethylsilyl)amide in toluene (9.6 mL, 4.8 mmol) for 15 min, followed by the addition of benzyl bromide (1.2 g, 4.8 mmol). After 2 h, the reaction mixture was quenched with sat. NH4Cl and extracted with ether. The combined organic layers were washed with brine, dried with MgSO4 and concentrated. The product was purified by silica gel chromatography eluting with 4:1 hexane-EtO... Starting materials: BrC=1C=C(N)C=CC1OCC1OCCC1 (3-Bromo-4-((tetrahydrofuran-2-yl)methoxy)aniline), [S-]C#N.[NH4+] (ammonium thiocynate), BrBr (bromine), N (ammonia). Yield: 26.1%. RXN SMILES: [Br:1][C:2]1[CH:3]=[C:4]([CH:6]=[CH:7][C:8]=1[O:9][CH2:10][CH:11]1[CH2:15][CH2:14][CH2:13][O:12]1)[NH2:5].[S-:16][C:17]#[N:18].[NH4+].BrBr.N>C(O)(=O)C>[Br:1][C:2]1[C:8]([O:9][CH2:10][CH:11]2[CH2:15][CH2:14][CH2:13][O:12]2)=[CH:7][C:6]2[S:16][C:17]([NH2:18])=[N:5][C:4]=2[CH:3]=1 |f:1.2|. Procedure details: To a solution of ii (3.0 g, 11.62 mmol) in acetic acid (50 mL) was added ammonium thiocynate (4.18 g, 55.11 mmol) at RT. The resulting mixture was stirred at RT for 15 min followed by the addition of bromine (0.68 mL, 13.22 mmol) in acetic acid (5 mL). The mixture was stirred at RT for 5 h. The pH was adjusted to >7 with ammonia solution followed by extraction with EtOAc (2×200 mL). The combined organics were washed with H2O, brine solution, dried (Na2SO4) and concentrated in vacuo. The residue ... Yields the product BrC=1C(=CC2=C(N=C(S2)N)C1)OCC1OCCC1 (5-bromo-6-((tetrahydrofuran-2-yl)methoxy)benzo[d]thiazol-2-amine). Solvent: C(C)(=O)O (acetic acid), C(C)(=O)O (acetic acid). Reaction conditions: time 15 minute. Reactants: COCOc1cnccc1C(C)O, ClC(Cl)Cl, [Na+], [Na+], [Na+], O=C([O-])O, O=S([O-])([O-])=S. Product: COCOc1cnccc1C(C)=O. As a reaction SMILES: [CH3:1][O:2][CH2:3][O:4][c:5]1[cH:6][n:7][cH:8][cH:9][c:10]1[CH:11]([CH3:12])[OH:13].[Cl:26][CH:27]([Cl:28])[Cl:29].[Na+:18].[Na+:19].[Na+:20].[O-:14][C:15]([OH:16])=[O:17].[O-:21][S:22]([O-:23])(=[S:24])=[O:25]>>[CH3:1][O:2][CH2:3][O:4][c:5]1[cH:6][n:7][cH:8][cH:9][c:10]1[C:11]([CH3:12])=[O:13]. Starting materials: COC=1C=C(C=C(C1)OC)O (3,5-dimethoxyphenol), BrCC(=O)C=1C(=NC(=CC1)OC)OC (2-bromo-1-(2,6-dimethoxypyridin-3-yl)ethanone). Yields the product COC1=CC(=CC2=C1C=C(O2)C=2C(=NC(=CC2)OC)OC)OC (3-(4,6-dimethoxy-1-benzofuran-2-yl)-2,6-dimethoxypyridine). Yield: 53.0%. Reaction SMILES: [CH3:1][O:2][C:3]1[CH:4]=[C:5](O)[CH:6]=[C:7]([O:9][CH3:10])[CH:8]=1.Br[CH2:13][C:14]([C:16]1[C:17]([O:24][CH3:25])=[N:18][C:19]([O:22][CH3:23])=[CH:20][CH:21]=1)=[O:15]>>[CH3:1][O:2][C:3]1[C:4]2[CH:13]=[C:14]([C:16]3[C:17]([O:24][CH3:25])=[N:18][C:19]([O:22][CH3:23])=[CH:20][CH:21]=3)[O:15][C:5]=2[CH:6]=[C:7]([O:9][CH3:10])[CH:8]=1. Procedure details: This compound was prepared using Method A from 3,5-dimethoxyphenol and 2-bromo-1-(2,6-dimethoxypyridin-3-yl)ethanone: Yield 53% following procedure A.2; m.p. 155-156° C.; IR 2937, 2961, 1605, 1504, 1475, 1460, 1272, 1107, 1011 cm−1; 1H-NMR (500 MHz, δ ppm, CDCl3) 8.12 (d, J=8.2 Hz, 1H), 7.18 (s, 1H), 6.66 (s, 1H), 6.41 (d, J=8.2 Hz, 1H), 6.32 (s, 1H), 4.10 (s, 3H), 3.96 (s, 3H), 3.93 (s, 3H), 3.85 (s, 3H); 13C-NMR (126 MHz, δ ppm, CDCl3) 161.9, 159.1, 158.7, 155.9, 153.7, 149.7, 137.4, 113.9, 10... Reactants: II (iodine), ClC=1C=CC(=NC1)O (5-chloro-2-pyridinol), C(=O)([O-])[O-].[Na+].[Na+] (Na2CO3), II (I2). Solvent: O (water). Yields the product ClC=1C=C(C(=NC1)O)I (5-chloro-3-iodo-2-pyridinol). RXN SMILES: [Cl:1][C:2]1[CH:3]=[CH:4][C:5]([OH:8])=[N:6][CH:7]=1.C([O-])([O-])=O.[Na+].[Na+].[I:15]I>O>[Cl:1][C:2]1[CH:3]=[C:4]([I:15])[C:5]([OH:8])=[N:6][CH:7]=1 |f:1.2.3|. Reported procedure: A 6.48 g sample of 5-chloro-2-pyridinol (Aldrich) and 10.8 g of Na2CO3 were dissolved in 250 mL of water. To this solution was added 12.73 g of I2, and the mixture was stirred until the iodine color disappeared. The reaction mixture was then adjusted to pH 7 and extracted with EtOAc. The extract was dried over MgSO4, and the solvent was removed. The residue was recrystallized from ethanol/water to afford 4 g of the title compound: 1H NMR (DMSO-d6, 300 MHz) δ 7.71 (d,1H), 8.18 (d, 1H); MS m/z: 25...